This data is from the Open Reaction Database (ORD), a public repository of structured organic reaction records. The task is: describe an organic reaction: reactants, conditions, products, and yield Reactants: OC(C1=CC=CC=C1)C1=C(C=CC(=C1)Cl)N1N=C(N=C1CN(C)C)C(=O)N (1-[2-(α-hydroxybenzyl)-4-chlorophenyl]-5-[(dimethylamino)-methyl] -1H-1,2,4-triazole-3-carboxamide), crude base, Cl (hydrogen chloride). The solvent is C(C)(=O)OCC (ethyl acetate). Yields the product Cl.OC(C1=CC=CC=C1)C1=C(C=CC(=C1)Cl)N1N=C(N=C1CN(C)C)C(=O)N (1-[2-(α-hydroxybenzyl)-4-chlorophenyl]-5-[(dimethylamino)-methyl]-1H-1,2,4-triazole-3-carboxamide-hydrochloride). Reaction SMILES: [OH:1][CH:2]([C:9]1[CH:14]=[C:13]([Cl:15])[CH:12]=[CH:11][C:10]=1[N:16]1[C:20]([CH2:21][N:22]([CH3:24])[CH3:23])=[N:19][C:18]([C:25]([NH2:27])=[O:26])=[N:17]1)[C:3]1[CH:8]=[CH:7][CH:6]=[CH:5][CH:4]=1.Cl>C(OCC)(=O)C>[ClH:15].[OH:1][CH:2]([C:9]1[CH:14]=[C:13]([Cl:15])[CH:12]=[CH:11][C:10]=1[N:16]1[C:20]([CH2:21][N:22]([CH3:24])[CH3:23])=[N:19][C:18]([C:25]([NH2:27])=[O:26])=[N:17]1)[C:3]1[CH:4]=[CH:5][CH:6]=[CH:7][CH:8]=1 |f:3.4|. Procedure details: 6.8 ml of 33% ethanolic dimethylamine solution is added to a solution of 5.6 g (about 0.015 mole) of 1-[2-(α-hydroxybenzyl)-4-chlorophenyl]-5-(chloromethyl)-1H-1,2,4-triazole-3-carboxamide and 0.225 g of sodium iodide in 80 ml of methanol, and the whole is refluxed for 5 hours with stirring. The reaction mixture is thereupon concentrated in vacuo. Water and saturated sodium carbonate solution are added to the residue until the pH-value has reached 10, and extraction is performed twice with ethyl... Reactants: ( 1a ), S(O)(O)(=O)=O (sulfuric acid), OC12C3CCC(C(CCC1)C2)C3 (1-hydroxytricyclo[4.3.1.12,5 ]undecane), C(=O)O (formic acid). Reaction conditions: time 1 hour. Yields the product C12(C3CCC(C(CCC1)C2)C3)C(=O)O (tricyclo[4.3.1.12,5 ]undecane-1-carboxylic acid). The yield is 97.5%. RXN SMILES: O[C:2]12[CH2:11][CH:7]([CH2:8][CH2:9][CH2:10]1)[CH:6]1[CH2:12][CH:3]2[CH2:4][CH2:5]1.S(=O)(=O)(O)O.[CH:18]([OH:20])=[O:19]>>[C:2]12([C:18]([OH:20])=[O:19])[CH2:11][CH:7]([CH2:8][CH2:9][CH2:10]1)[CH:6]1[CH2:12][CH:3]2[CH2:4][CH2:5]1. Procedure details: 5 g of 1-hydroxytricyclo[4.3.1.12,5 ]undecane dissolved in 20 ml of formic acid was added dropwise with stirring to 40 ml of conc. sulfuric acid over a period of 1.5 hours while the temperature was kept at 0° to 10° C. The mixture was further stirred for 1 hour and allowed to stand. Separated solids were collected by filtration and dried to afford 5.7 g (yield: 97.5%) of tricyclo[4.3.1.12,5 ]undecane-1-carboxylic acid of the formula (1a). The data on the melting point, elemental analysis, IR, MS... Reactants: ClC1=CC=NC2=CC(=CC=C12)I (4-Chloro-7-iodoquinoline), resultant precipitate, IC1=CC=C2C(=CC=NC2=C1)N (7-iodo-4-aminoquinoline), O(C1=CC=CC=C1)C1=CC=C(N)C=C1 (4-phenoxyaniline). The solvent is C(CCC)O (butanol). Conditions: temperature 120 celsius. Product: O(C1=CC=CC=C1)C1=CC=C(C=C1)NC1=CC=NC2=CC(=CC=C12)I ((4-Phenoxyphenyl)-(7-iodoquinolin-4-yl)amine). Reaction SMILES: Cl[C:2]1[C:11]2[C:6](=[CH:7][C:8]([I:12])=[CH:9][CH:10]=2)[N:5]=[CH:4][CH:3]=1.IC1C=C2C(C(N)=CC=N2)=CC=1.[O:25]([C:32]1[CH:38]=[CH:37][C:35]([NH2:36])=[CH:34][CH:33]=1)[C:26]1[CH:31]=[CH:30][CH:29]=[CH:28][CH:27]=1>C(O)CCC>[O:25]([C:32]1[CH:33]=[CH:34][C:35]([NH:36][C:2]2[C:11]3[C:6](=[CH:7][C:8]([I:12])=[CH:9][CH:10]=3)[N:5]=[CH:4][CH:3]=2)=[CH:37][CH:38]=1)[C:26]1[CH:31]=[CH:30][CH:29]=[CH:28][CH:27]=1. Procedure details: 4-Chloro-7-iodoquinoline (10 g, 34 mmol) [Semenov, V. P.; Studenikov, A. N. Synthesis of 7-iodo-4-aminoquinoline derivatives. Khim. Geterotsikl. Soedin. (1980), Issue 7, 972-5] and 4-phenoxyaniline (6.38 g, 34 mmol) in butanol (75 ml) were heated at gentle reflux (120° C.) overnight (18 hrs). On cooling the resultant precipitate was collected by filtration and washed with acetonitrile (2×50 ml). The resultant solid was suspended in chloroform (500 ml) and 2N sodium carbonate solution (300 ml) an... Reactants: O1C(CCCC1)OCC1=CC(=CC=2C3=CC=CC=C3C(C12)=O)C(=S)C1=NC=CC=C1 (1-(2-Tetrahydropyranyl)oxymethyl-3-(2-pyridyl)thiocarbonyl-9-fluorenone), C1CCOC1 (THF), C[Mg+].[Br-] (MeMgBr), C1CCOC1 (THF). Conditions: temperature -10 celsius, time 0.5 hour. Product: O1C(CCCC1)OCC1=CC(=CC=2C3=CC=CC=C3C(C12)=O)C(=O)C (1-(2-tetrahydropyranyl)oxymethyl-3-methylcarbonyl-9-fluorenone). RXN SMILES: [O:1]1[CH2:6][CH2:5][CH2:4][CH2:3][CH:2]1[O:7][CH2:8][C:9]1[C:21]2[C:20](=[O:22])[C:19]3[C:14](=[CH:15][CH:16]=[CH:17][CH:18]=3)[C:13]=2[CH:12]=[C:11]([C:23]([C:25]2C=CC=CN=2)=S)[CH:10]=1.C[Mg+].[Br-].C1C[O:37]CC1>>[O:1]1[CH2:6][CH2:5][CH2:4][CH2:3][CH:2]1[O:7][CH2:8][C:9]1[C:21]2[C:20](=[O:22])[C:19]3[C:14](=[CH:15][CH:16]=[CH:17][CH:18]=3)[C:13]=2[CH:12]=[C:11]([C:23]([CH3:25])=[O:37])[CH:10]=1 |f:1.2|. Procedure details: 1-(2-Tetrahydropyranyl)oxymethyl-3-(2-pyridyl)thiocarbonyl-9-fluorenone (470 mg) was dissolved in THF (10 ml) and cooled to -15° under N2. A solution of MeMgBr in THF (1.2 eq) was added dropwise over 5 min and the reaction allowed to stir at -10° C. for 0.5 hr. The reaction was quenched with saturated ammonium chloride solution, diluted with EtOAc, and washed with water, sat'd NaCl sol'n then dried and evaporated which gave a residue which was chromatographed on silica gel to give the product (2...